describe an organic reaction: reactants, conditions, products, and yield From a dataset of the Open Reaction Database (ORD), a public repository of structured organic reaction records. Reactants: CCOC(=O)C=Cc1c(C#N)c2c(C)cc(C)nc2n1C1CCCc2ccccc21, Cl, [Na+], C1CCOC1, [OH-], O. Yields the product Cc1cc(C)c2c(C#N)c(C=CC(=O)O)n(C3CCCc4ccccc43)c2n1. Reaction SMILES: [C:1](#[N:2])[c:3]1[c:4]([CH:24]=[CH:25][C:26](=[O:27])[O:28][CH2:29][CH3:30])[n:5]([CH:14]2[CH2:15][CH2:16][CH2:17][c:18]3[cH:19][cH:20][cH:21][cH:22][c:23]32)[c:6]2[n:7][c:8]([CH3:13])[cH:9][c:10]([CH3:12])[c:11]12.[ClH:34].[Na+:32].[O:35]1[CH2:36][CH2:37][CH2:38][CH2:39]1.[OH-:31].[OH2:33]>>[C:1](#[N:2])[c:3]1[c:4]([CH:24]=[CH:25][C:26](=[O:27])[OH:28])[n:5]([CH:14]2[CH2:15][CH2:16][CH2:17][c:18]3[cH:19][cH:20][cH:21][cH:22][c:23]32)[c:6]2[n:7][c:8]([CH3:13])[cH:9][c:10]([CH3:12])[c:11]12.